From a dataset of the Open Reaction Database (ORD), a public repository of structured organic reaction records. describe an organic reaction: reactants, conditions, products, and yield Starting materials: OCC(=O)[C@@H](O)[C@H](O)[C@@H](O)CO (L-sorbose), OCC(=O)[C@@H](O)[C@H](O)[C@@H](O)CO (L-sorbose), OCC(=O)[C@@H](O)[C@H](O)[C@@H](O)CO (L-sorbose), P(=O)([O-])([O-])[O-].[K+].[K+].[K+] (potassium phosphate). The solvent is C[N+]1=C2C=CC=CC2=NC3=CC=CC=C31.COS(=O)(=O)[O-] (phenazine methosulfate). The product is C([C@@H]([C@H]([C@@H](C(=O)C=O)O)O)O)O (L-sorbosone). As a reaction SMILES: [OH:1][CH2:2][C:3]([C@H:5]([C@@H:7]([C@H:9]([CH2:11][OH:12])[OH:10])[OH:8])[OH:6])=[O:4].P([O-])([O-])([O-])=O.[K+].[K+].[K+]>C[N+]1C2C(=CC=CC=2)N=C2C=1C=CC=C2.COS([O-])(=O)=O>[CH2:11]([OH:12])[C@H:9]([OH:10])[C@@H:7]([OH:8])[C@H:5]([OH:6])[C:3]([CH:2]=[O:1])=[O:4] |f:1.2.3.4,5.6|. Procedure: The reaction mixture containing 400 ml of purified membrane-bound L-sorbose dehydrogenase (total activity, 120 units), as prepared by the manner as described in steps (1) to (5) of Example 1, 50 ml of 0.5M potassium phosphate buffer (pH 6.0). 50 ml of 1M L-sorbose solution and 10 ml of 0.2M phenazine methosulfate solution was incubated at 30° C. with gentle shaking. As a result, L-sorbosone was formed with the rate of 224 mg/hr. The reactants are B(Br)(Br)Br (BBr3), COC1=CC2=C(CC(C(N(C2)CC(F)(F)F)=O)CC(=O)OC)C=C1 (methyl (±)-8-methoxy-3-oxo-2-(2,2,2-trifluoroethyl)-2,3,4,5-tetrahydro-1H-2-benzazepine-4-acetate). Run in C(Cl)Cl (CH2Cl2), C(Cl)Cl (CH2Cl2). Conditions: temperature -5 celsius, time 1 hour. Product: OC1=CC2=C(CC(C(N(C2)C)=O)CC(=O)OC)C=C1 (Methyl (±)-8-hydroxy-2-methyl-3-oxo-2,3,4,5-tetrahydro-1H-2-benzazepine-4-acetate). Yield: 120.5%. Reaction SMILES: B(Br)(Br)Br.C[O:6][C:7]1[CH:28]=[CH:27][C:10]2[CH2:11][CH:12]([CH2:22][C:23]([O:25][CH3:26])=[O:24])[C:13](=[O:21])[N:14]([CH2:16]C(F)(F)F)[CH2:15][C:9]=2[CH:8]=1>C(Cl)Cl>[OH:6][C:7]1[CH:28]=[CH:27][C:10]2[CH2:11][CH:12]([CH2:22][C:23]([O:25][CH3:26])=[O:24])[C:13](=[O:21])[N:14]([CH3:16])[CH2:15][C:9]=2[CH:8]=1. Procedure details: A solution of BBr3 in CH2Cl2 (1.0 M, 60 mL, 60 mmole) was added dropwise over 30 min to a solution of methyl (±)-8-methoxy-3-oxo-2-(2,2,2-trifluoroethyl)-2,3,4,5-tetrahydro-1H-2-benzazepine-4-acetate (5.16 g, 14.94 mmole) in anhydrous CH2Cl2 (60 mL) at −5 to −10° C. under argon. After an additional 1 hr at −5 to −10° C., the reaction was recooled thoroughly to −10° C. and quenched by careful dropwise addition of MeOH (60 mL). The reaction was stirred at −10 to 0° C. for 1 hr, then was concentrat... Starting materials: Clc1nncc2cc(Br)ccc12, CC1NCCNC1=O, CC#N, [K+], [K+], O=C([O-])[O-]. Product: CC1C(=O)NCCN1c1nncc2cc(Br)ccc12. Reaction SMILES: [Br:1][c:2]1[cH:3][c:4]2[cH:5][n:6][n:7][c:8]([Cl:12])[c:9]2[cH:10][cH:11]1.[CH3:13][CH:14]1[C:15](=[O:20])[NH:16][CH2:17][CH2:18][NH:19]1.[CH3:27][C:28]#[N:29].[K+:21].[K+:22].[O-:23][C:24]([O-:25])=[O:26]>>[Br:1][c:2]1[cH:3][c:4]2[cH:5][n:6][n:7][c:8]([N:19]3[CH:14]([CH3:13])[C:15](=[O:20])[NH:16][CH2:17][CH2:18]3)[c:9]2[cH:10][cH:11]1. The reactants are COC(=O)C(=Cc1ccc(OCCc2ccc(OS(C)(=O)=O)cc2)cc1)C(=O)OC, CC(=O)O, CCOC(C)=O. Yields the product COC(=O)C(Cc1ccc(OCCc2ccc(OS(C)(=O)=O)cc2)cc1)C(=O)OC. RXN SMILES: [CH3:1][O:2][C:3]([C:4]([C:5](=[O:6])[O:7][CH3:8])=[CH:9][c:10]1[cH:11][cH:12][c:13]([O:16][CH2:17][CH2:18][c:19]2[cH:20][cH:21][c:22]([O:25][S:26](=[O:27])(=[O:28])[CH3:29])[cH:23][cH:24]2)[cH:14][cH:15]1)=[O:30].[CH3:31][C:32](=[O:33])[OH:34].[CH3:35][CH2:36][O:37][C:38](=[O:39])[CH3:40]>>[CH3:1][O:2][C:3]([CH:4]([C:5](=[O:6])[O:7][CH3:8])[CH2:9][c:10]1[cH:11][cH:12][c:13]([O:16][CH2:17][CH2:18][c:19]2[cH:20][cH:21][c:22]([O:25][S:26](=[O:27])(=[O:28])[CH3:29])[cH:23][cH:24]2)[cH:14][cH:15]1)=[O:30]. The reactants are N1=CC=CC=C1 (pyridine), C(C)(=O)Br (acetyl bromide), dimethylsilyl diisocyanate, C1(=CC=CC=C1)C(C1=CC=CC=C1)OC(=O)[C@H]1C([S@@]([C@H]2N1C([C@H]2NC(COC2=CC=CC=C2)=O)=O)=O)(C)C ((1S,3S,5R,6R) 2,2-Dimethyl-6-phenoxyacetamidopenam-3-carboxylic acid-1-oxide diphenylmethyl ester), O1CCOCC1 (dioxane). Reaction conditions: temperature 100 celsius, time 15 minute. Product: C1(=CC=CC=C1)C(C1=CC=CC=C1)OC(=O)C1=C(CS[C@H]2N1C([C@H]2NC(COC2=CC=CC=C2)=O)=O)C ((6R,7R) 3-Methyl-7-phenoxyacetamidoceph-3-em-4-carboxylic Acid Diphenylmethyl Ester). Reaction SMILES: [C:1]1([CH:7]([O:14][C:15]([C@@H:17]2[N:21]3[C:22](=[O:35])[C@@H:23]([NH:24]C(=O)COC4C=CC=CC=4)[C@H:20]3[S@@:19](=O)[C:18]2([CH3:38])[CH3:37])=[O:16])[C:8]2[CH:13]=[CH:12][CH:11]=[CH:10][CH:9]=2)[CH:6]=[CH:5][CH:4]=[CH:3][CH:2]=1.N1C=[CH:43][CH:42]=[CH:41][CH:40]=1.C(Br)(=O)C.[O:49]1[CH2:54][CH2:53][O:52][CH2:51][CH2:50]1>>[C:8]1([CH:7]([O:14][C:15]([C:17]2[N:21]3[C:22](=[O:35])[C@@H:23]([NH:24][C:54](=[O:49])[CH2:53][O:52][C:51]4[CH:50]=[CH:43][CH:42]=[CH:41][CH:40]=4)[C@H:20]3[S:19][CH2:37][C:18]=2[CH3:38])=[O:16])[C:1]2[CH:2]=[CH:3][CH:4]=[CH:5][CH:6]=2)[CH:13]=[CH:12][CH:11]=[CH:10][CH:9]=1. Procedure details: (1S,3S,5R,6R) 2,2-Dimethyl-6-phenoxyacetamidopenam-3-carboxylic acid-1-oxide diphenylmethyl ester (25.00 gms, 45.41 mmoles) was dissolved in sieve-dried, peroxide-free dioxane (250 mls) at 25° C. with good agitation. To this solution, in order, were added pyridine (10.99 mls, 10.78 gms, 136.22 mmoles), acetyl bromide (0.67 mls, 1.12 gms, 9.08 mmoles) and dimethylsilyl diisocyanate (16.14 gms, 113.51 mmoles), and the slurry was heated to reflux (ca. 100° C.) for 4 hours. The dioxane slurry was th... Reactants: CCc1ccc2c(-c3cncc(C)c3)c(C(=O)O)c(C)nn12, CCN=C=NCCCN(C)C, CN(C)C=O, Cl, NCCO. Yields the product CCc1ccc2c(-c3cncc(C)c3)c(C(=O)NCCO)c(C)nn12. As a reaction SMILES: [CH2:1]([CH3:2])[c:3]1[cH:4][cH:5][c:6]2[n:7]1[n:8][c:9]([CH3:22])[c:10]([C:19](=[O:20])[OH:21])[c:11]2-[c:12]1[cH:13][n:14][cH:15][c:16]([CH3:18])[cH:17]1.[CH2:24]([N:25]=[C:26]=[N:27][CH2:28][CH2:29][CH2:30][N:31]([CH3:32])[CH3:33])[CH3:34].[CH3:39][N:40]([CH3:41])[CH:42]=[O:43].[ClH:23].[NH2:35][CH2:36][CH2:37][OH:38]>>[CH2:1]([CH3:2])[c:3]1[cH:4][cH:5][c:6]2[n:7]1[n:8][c:9]([CH3:22])[c:10]([C:19](=[O:21])[NH:35][CH2:36][CH2:37][OH:38])[c:11]2-[c:12]1[cH:13][n:14][cH:15][c:16]([CH3:18])[cH:17]1. Reactants: FC1=C(C=CC(=C1)I)NC1=C2C=NNC2=CC=C1C(=O)O (4-(2-fluoro-4-iodophenylamino)-1H-indazole-5-carboxylic acid), C1(CC1)CON (O-cyclopropylmethyl-hydroxylamine), CCN=C=NCCCN(C)C (EDCI), C=1C=CC2=C(C1)N=NN2O (HOBt), CCN(C(C)C)C(C)C (DIPEA). Run in CN(C)C=O (DMF), C(C)(=O)OCC (ethyl acetate). Reaction conditions: time 18 hour. Product: C1(CC1)CONC(=O)C=1C(=C2C=NNC2=CC1)NC1=C(C=C(C=C1)I)F (4-(2-Fluoro-4-iodo-phenylamino)-1H-indazole-5-carboxylic acid cyclopropylmethoxy-amide). Yield: 29.2%. As a reaction SMILES: [F:1][C:2]1[CH:7]=[C:6]([I:8])[CH:5]=[CH:4][C:3]=1[NH:9][C:10]1[C:18]([C:19]([OH:21])=O)=[CH:17][CH:16]=[C:15]2[C:11]=1[CH:12]=[N:13][NH:14]2.[CH:22]1([CH2:25][O:26][NH2:27])[CH2:24][CH2:23]1.CCN=C=NCCCN(C)C.C1C=CC2N(O)N=NC=2C=1.CCN(C(C)C)C(C)C>CN(C=O)C.C(OCC)(=O)C>[CH:22]1([CH2:25][O:26][NH:27][C:19]([C:18]2[C:10]([NH:9][C:3]3[CH:4]=[CH:5][C:6]([I:8])=[CH:7][C:2]=3[F:1])=[C:11]3[C:15](=[CH:16][CH:17]=2)[NH:14][N:13]=[CH:12]3)=[O:21])[CH2:24][CH2:23]1. Procedure: To a solution of 4-(2-fluoro-4-iodophenylamino)-1H-indazole-5-carboxylic acid (70 mg, 0.176 mmol) and O-cyclopropylmethyl-hydroxylamine (23 mg, 0.21 mmol) in DMF (3 mL) was added EDCI (40 mg, 0.21 mmol), HOBt (28 mg, 0.21 mmol) and DIPEA (70 μL, 0.42 mmol). The reaction mixture was stirred at room temperature for 18 hours. The reaction mixture was diluted with ethyl acetate and washed with saturated aqueous sodium hydrogen carbonate then water, dried (Na2SO4), filtered and concentrated in vacuo.... The reactants are BrC1=NC=CC=C1N(C(OC(C)(C)C)=O)CCCC=C (tert-butyl (2-bromopyridin-3-yl)(pent-4-en-1-yl)carbamate), BrC1=NC=CC=C1NCCCC=C (2-bromo-N-(pent-4-en-1-yl)pyridin-3-amine), CC(C)(C)OC(=O)OC(=O)OC(C)(C)C ((Boc)2O). Run in C(Cl)Cl (DCM). Product: O=C1C2=C(N(CCC1)C(=O)OC(C)(C)C)C=CC=N2 (tert-butyl 9-oxo-6,7,8,9-tetrahydro-5H-pyrido[3,2-b]azepine-5-carboxylate). As a reaction SMILES: Br[C:2]1[C:7]([N:8]([CH2:16][CH2:17][CH2:18][CH:19]=C)[C:9](=[O:15])[O:10][C:11]([CH3:14])([CH3:13])[CH3:12])=[CH:6][CH:5]=[CH:4][N:3]=1.BrC1C(NCCCC=C)=CC=CN=1.CC([O:38]C(OC(OC(C)(C)C)=O)=O)(C)C>C(Cl)Cl>[O:38]=[C:19]1[CH2:18][CH2:17][CH2:16][N:8]([C:9]([O:10][C:11]([CH3:12])([CH3:13])[CH3:14])=[O:15])[C:7]2[CH:6]=[CH:5][CH:4]=[N:3][C:2]1=2. Reported procedure: tert-butyl (2-bromopyridin-3-yl)(pent-4-en-1-yl)carbamate. To a solution of 2-bromo-N-(pent-4-en-1-yl)pyridin-3-amine (1 eq.) and DCM (0.2 M) is added (Boc)2O (1.5 eq.). The solution is stirred at room temperature until judged complete by TLC. The solution is concentrated in vacuo and purified by column chromatography to give the title compound. Reported procedure: Sodiumhydride (0.89 g, 20.1 mmol) was suspended in dimethylformamide (15 mL) and a solution of 6-chloro-1H-indole-2-carboxylic acid ethyl ester (2.00 g, 8.9 mmol) in dimethylformamide (8 mL) was added at 0° C. The mixture was stirred for 1 h at 0° C. then 2-bromo-propionitrile (3.6 g, 23.95 mmol) was added. After 1 h at room temperature the mixture was heated at 75° C. for 18 hours. The reaction mixture was then added to an ice/water mixture (100 mL) and extracted with ethylacetate. The organic ... Run in CN(C=O)C (dimethylformamide), CN(C=O)C (dimethylformamide). Isolated yield 83.6%. Yields the product C(C)OC(=O)C=1N(C2=CC(=CC=C2C1)Cl)C(C)C#N (6-chloro-1-(cyano-methyl-methyl)-1H-indole-2-carboxylic acid ethyl ester). Conditions: temperature 0 celsius, time 1 hour. As a reaction SMILES: [H-].[Na+].[CH2:3]([O:5][C:6]([C:8]1[NH:9][C:10]2[C:15]([CH:16]=1)=[CH:14][CH:13]=[C:12]([Cl:17])[CH:11]=2)=[O:7])[CH3:4].Br[CH:19]([CH3:22])[C:20]#[N:21]>CN(C)C=O>[CH2:3]([O:5][C:6]([C:8]1[N:9]([CH:19]([C:20]#[N:21])[CH3:22])[C:10]2[C:15]([CH:16]=1)=[CH:14][CH:13]=[C:12]([Cl:17])[CH:11]=2)=[O:7])[CH3:4] |f:0.1|. Starting materials: C(C)OC(=O)C=1NC2=CC(=CC=C2C1)Cl (6-chloro-1H-indole-2-carboxylic acid ethyl ester), [H-].[Na+] (Sodiumhydride), ice water, BrC(C#N)C (2-bromo-propionitrile).